Dataset: the Open Reaction Database (ORD), a public repository of structured organic reaction records. Task: describe an organic reaction: reactants, conditions, products, and yield Starting materials: C[C@@H]1CC[C@H](CC1)N(C(NC=1SC(=CN1)SCC(=O)O)=O)CC1=CC=NC=C1 ({2-[3-(trans-4-methyl-cyclohexyl)-3-pyridin-4-ylmethyl-ureido]-thiazol-5-ylsulfanyl}-acetic acid), C(=O)C1=NC=CC=C1 (2-formyl-pyridine). Yields the product C[C@@H]1CC[C@H](CC1)N(C(NC=1SC(=CN1)SCC(=O)O)=O)CC1=NC=CC=C1 ({2-[3-(trans-4-Methyl-cyclohexyl)-3-pyridin-2-ylmethyl-ureido]-thiazol-5-ylsulfanyl}-acetic acid). Reaction SMILES: [CH3:1][C@H:2]1[CH2:7][CH2:6][C@H:5]([N:8]([CH2:22]C2C=CN=CC=2)[C:9](=[O:21])[NH:10][C:11]2[S:12][C:13]([S:16][CH2:17][C:18]([OH:20])=[O:19])=[CH:14][N:15]=2)[CH2:4][CH2:3]1.C([C:31]1[CH:36]=[CH:35][CH:34]=[CH:33][N:32]=1)=O>>[CH3:1][C@H:2]1[CH2:3][CH2:4][C@H:5]([N:8]([CH2:22][C:31]2[CH:36]=[CH:35][CH:34]=[CH:33][N:32]=2)[C:9](=[O:21])[NH:10][C:11]2[S:12][C:13]([S:16][CH2:17][C:18]([OH:20])=[O:19])=[CH:14][N:15]=2)[CH2:6][CH2:7]1. Procedure details: The compound was prepared following an analogous procedure to the one described for the synthesis of {2-[3-(trans-4-methyl-cyclohexyl)-3-pyridin-4-ylmethyl-ureido]-thiazol-5-ylsulfanyl}-acetic acid using 2-formyl-pyridine. Starting materials: ClCCC(=O)C1=NOC=C1 (3-chloro-1-(3-isoxazolyl)-1-propanone), O1CCCC1 (tetrahydrofuran), CO (Methanol), B (Borane), CB1OC([C@@H]2N1CCC2)(C2=CC=CC=C2)C2=CC=CC=C2 ((3aR)-tetrahydro-1-methyl-3,3-diphenyl-3H-pyrrolo[1,2-c][1,3,2]oxazaborole), O1CCCC1 (tetrahydrofuran). Conditions: time 18 hour. Product: ClCC[C@H](O)C1=CC=NO1 ((S)-α-(2-Chloroethyl)-5-isoxazolemethanol). The yield is 13.0%. RXN SMILES: B.CB1[N:7]2[CH2:8][CH2:9][CH2:10][C@@H]2C(C2C=CC=CC=2)(C2C=CC=CC=2)O1.[Cl:23][CH2:24][CH2:25]C(C1C=CON=1)=O.[CH3:33][OH:34].[O:35]1CCCC1>>[Cl:23][CH2:24][CH2:25][C@@H:33]([C:10]1[O:35][N:7]=[CH:8][CH:9]=1)[OH:34]. Procedure: Borane (18 ml, 1M in tetrahydrofuran) was added to a solution of (3aR)-tetrahydro-1-methyl-3,3-diphenyl-3H-pyrrolo[1,2-c][1,3,2]oxazaborole (1.3 ml, 1M in toluene) in tetrahydrofuran (10 ml) at −10° C. A solution of 3-chloro-1-(3-isoxazolyl)-1-propanone (Example 66(b)) (6 g, 37.6 mmol) in tetrahydrofuran (12 ml) was added slowly and then stirred at −10° C. to 20° C. for 18 h. Methanol was added and the solution was evaporated and the residue azeotroped with methanol. Purification by chromatograp... Reactants: FC1=C(C(=C(C2=C1N=CO2)NS(=O)(=O)C2CC2)NC2=C(C=C(C=C2)I)F)F (Cyclopropanesulfonic acid [4,5-difluoro-6-(2-fluoro-4-iodo-phenylamino)-benzooxazol-7-yl]-amide), CN(S(=O)(=O)N1C(N(C2=C1C1=C(N=CO1)C(=C2F)F)C2=C(C=C(C=C2)Br)F)=O)C (6-(4-bromo-2-fluoro-phenyl)-4,5-difluoro-7-oxo-6,7-dihydro-imidazo[4′,5′:3,4]benzo[1,2-d]oxazole-8-sulfonic acid dimethylamide), [K] (potassium). The product is FC1=C(C(=C(C2=C1N=CO2)NS(N(C)C)(=O)=O)NC2=C(C=C(C=C2)Br)F)F (Dimethylsulfamic acid [4,5-difluoro-6-(2-fluoro-4-bromo-phenylamino)-benzooxazol-7-yl]-amide), product. Isolated yield 29.0%. RXN SMILES: [CH3:1][N:2]([CH3:29])[S:3]([N:6]1[C:10]2[C:11]3[O:15][CH:14]=[N:13][C:12]=3[C:16]([F:19])=[C:17]([F:18])[C:9]=2[N:8]([C:20]2[CH:25]=[CH:24][C:23]([Br:26])=[CH:22][C:21]=2[F:27])C1=O)(=[O:5])=[O:4].[K].FC1C2N=COC=2C(NS(C2CC2)(=O)=O)=C(NC2C=CC(I)=CC=2F)C=1F>>[F:19][C:16]1[C:12]2[N:13]=[CH:14][O:15][C:11]=2[C:10]([NH:6][S:3](=[O:5])(=[O:4])[N:2]([CH3:29])[CH3:1])=[C:9]([NH:8][C:20]2[CH:25]=[CH:24][C:23]([Br:26])=[CH:22][C:21]=2[F:27])[C:17]=1[F:18] |^1:29|. Procedure: Compound 1F was prepared from 6-(4-bromo-2-fluoro-phenyl)-4,5-difluoro-7-oxo-6,7-dihydro-imidazo[4′,5′:3,4]benzo[1,2-d]oxazole-8-sulfonic acid dimethylamide (I-24a: 100 mg, 0.203 mmol) and potassium trimethylsilonolate (39 mg, 0.305 mmol) using procedures analogous to those described above for Compound 1A to afford 30 mg of the product (29% yield). H1NMR (CDCl3, 300 MHz): δ 8.14 (s, 1H), 7.11-7.24 (m, 2H), 7.12 (dt, 1H), 6.79 (s, 1H), 6.58-6.48 (m, 1H), 2.90 (s, 6H). LCMS: 95.77%, m/z=462.9 (M−2... The reactants are C(C1=CC=CC=C1)OC1=CC=C(OCCCC2=CC=C(OCC3=C(C(=O)OC)C=CC=C3)C=C2)C=C1 (Methyl 2-[(4-{3-[4-(benzyloxy)phenoxy]propyl}phenoxy)methyl]benzoate), [OH-].[Li+] (lithium hydroxide), Cl (HCl). The solvent is C1CCOC1.O (THF water). Product: C(C1=CC=CC=C1)OC1=CC=C(OCCCC2=CC=C(OCC3=C(C(=O)O)C=CC=C3)C=C2)C=C1 (2-[(4{3-[4-(benzyloxy)phenoxy]propyl}phenoxy)methyl]-benzoic acid). Yield: 4.4%. Reaction SMILES: [CH2:1]([O:8][C:9]1[CH:36]=[CH:35][C:12]([O:13][CH2:14][CH2:15][CH2:16][C:17]2[CH:34]=[CH:33][C:20]([O:21][CH2:22][C:23]3[CH:32]=[CH:31][CH:30]=[CH:29][C:24]=3[C:25]([O:27]C)=[O:26])=[CH:19][CH:18]=2)=[CH:11][CH:10]=1)[C:2]1[CH:7]=[CH:6][CH:5]=[CH:4][CH:3]=1.[OH-].[Li+].Cl>C1COCC1.O>[CH2:1]([O:8][C:9]1[CH:36]=[CH:35][C:12]([O:13][CH2:14][CH2:15][CH2:16][C:17]2[CH:18]=[CH:19][C:20]([O:21][CH2:22][C:23]3[CH:32]=[CH:31][CH:30]=[CH:29][C:24]=3[C:25]([OH:27])=[O:26])=[CH:33][CH:34]=2)=[CH:11][CH:10]=1)[C:2]1[CH:3]=[CH:4][CH:5]=[CH:6][CH:7]=1 |f:1.2,4.5|. Procedure: Methyl 2-[(4-{3-[4-(benzyloxy)phenoxy]propyl}phenoxy)methyl]benzoate (0.047 g, 0.097 mmol) was dissolved in a mixture of THF/water (7/1, 2 ml) and lithium hydroxide (9.3 mg, 0.39 mmol) was added. The reaction was performed in a single node microwave oven (7 min, 150° C.). The reaction mixture was acidified (HCl, 1 M, 1 ml) and the water phase was washed with two portions of EtOAc (2×5 ml). The organic phases were combined, dried (MgSO4) and the solvent was removed by evaporation. The crude produ... The reactants are CC=1C=C(CBr)C=CC1 (3-methylbenzyl bromide), C(C)(C)(C)OC(=O)N1CCC(C(=O)OCC2=CC=CC=C2)CC1 (benzyl N-tert-butoxycarbonyl-isonipecotate), C[Si](C)(C)[N-][Si](C)(C)C.[Na+] (sodium bis(trimethysilyl)amide). Run in C1CCOC1 (THF), C1CCOC1 (THF). Run at temperature -78 celsius, time 1 hour. Yields the product C(C)(C)(C)OC(=O)N1CCC(C(=O)OCC2=CC=CC=C2)(CC1)CC1=CC(=CC=C1)C (Benzyl N-tert-butoxycarbonyl-4-(3-methyl-benzyl)isonipecotate). Reaction SMILES: [C:1]([O:5][C:6]([N:8]1[CH2:23][CH2:22][CH:11]([C:12]([O:14][CH2:15][C:16]2[CH:21]=[CH:20][CH:19]=[CH:18][CH:17]=2)=[O:13])[CH2:10][CH2:9]1)=[O:7])([CH3:4])([CH3:3])[CH3:2].C[Si]([N-][Si](C)(C)C)(C)C.[Na+].[CH3:34][C:35]1[CH:36]=[C:37]([CH:40]=[CH:41][CH:42]=1)[CH2:38]Br>C1COCC1>[C:1]([O:5][C:6]([N:8]1[CH2:9][CH2:10][C:11]([CH2:34][C:35]2[CH:42]=[CH:41][CH:40]=[C:37]([CH3:38])[CH:36]=2)([C:12]([O:14][CH2:15][C:16]2[CH:21]=[CH:20][CH:19]=[CH:18][CH:17]=2)=[O:13])[CH2:22][CH2:23]1)=[O:7])([CH3:4])([CH3:2])[CH3:3] |f:1.2|. Procedure: To a cold (-78° C.) solution of benzyl N-tert-butoxycarbonyl-isonipecotate (8.02 g, 25.11 mmol) in anhydrous THF (80 mL), a solution of sodium bis(trimethysilyl)amide (35 mL, 35 mmol; 1M) in THF was added over a period of 10 min. The resulting orange solution was stirred at -78° C. for 1 h. and then treated dropwise with 3-methylbenzyl bromide (4.1 mL, 30.6 mmol). The reaction mixture was allowed to warm to room temp., and stirred overnight. The reaction was quenched with saturated aqueous ammon... The reactants are CCc1ccc2nnc(C(=O)O)cc2c1, C1CCOC1, Oc1ccccc1, O=S(Cl)Cl. Product: CCc1ccc2nnc(C(=O)Oc3ccccc3)cc2c1. Reaction SMILES: [CH2:1]([CH3:2])[c:3]1[cH:4][c:5]2[cH:6][c:7]([C:13](=[O:14])[OH:15])[n:8][n:9][c:10]2[cH:11][cH:12]1.[O:27]1[CH2:28][CH2:29][CH2:30][CH2:31]1.[OH:20][c:21]1[cH:22][cH:23][cH:24][cH:25][cH:26]1.[S:16]([Cl:17])([Cl:18])=[O:19]>>[CH2:1]([CH3:2])[c:3]1[cH:4][c:5]2[cH:6][c:7]([C:13](=[O:14])[O:15][c:21]3[cH:22][cH:23][cH:24][cH:25][cH:26]3)[n:8][n:9][c:10]2[cH:11][cH:12]1.